This data is from the Open Reaction Database (ORD), a public repository of structured organic reaction records. The task is: describe an organic reaction: reactants, conditions, products, and yield Product: COc1cccc(C=Cc2ccc(C(=O)OC(C)(C)C)c(Nc3ccc(F)cc3)c2)c1. Reaction SMILES: [Br-:39].[C:33](=[O:34])([O-:35])[O-:36].[CH3:40][CH2:41][CH2:42][CH2:43][N+:44]([CH2:45][CH2:46][CH2:47][CH3:48])([CH2:49][CH2:50][CH2:51][CH3:52])[CH2:53][CH2:54][CH2:55][CH3:56].[CH3:57][c:58]1[cH:59][cH:60][cH:61][cH:62][cH:63]1.[Cs+:37].[Cs+:38].[F:1][c:2]1[cH:3][cH:4][c:5]([NH:6][c:7]2[c:8]([C:9](=[O:10])[O:11][C:12]([CH3:13])([CH3:14])[CH3:15])[cH:16][cH:17][c:18]([CH:20]=[CH2:21])[cH:19]2)[cH:22][cH:23]1.[I:24][c:25]1[cH:26][c:27]([O:31][CH3:32])[cH:28][cH:29][cH:30]1>>[F:1][c:2]1[cH:3][cH:4][c:5]([NH:6][c:7]2[c:8]([C:9](=[O:10])[O:11][C:12]([CH3:13])([CH3:14])[CH3:15])[cH:16][cH:17][c:18]([CH:20]=[CH:21][c:25]3[cH:26][c:27]([O:31][CH3:32])[cH:28][cH:29][cH:30]3)[cH:19]2)[cH:22][cH:23]1. The reactants are [Br-], O=C([O-])[O-], CCCC[N+](CCCC)(CCCC)CCCC, Cc1ccccc1, [Cs+], [Cs+], C=Cc1ccc(C(=O)OC(C)(C)C)c(Nc2ccc(F)cc2)c1, COc1cccc(I)c1. The reactants are C1COC2(O1)C3C4C5C2(C6C5C(C36)(C4=O)Br)Br (25867-84-9). The solvent is [OH-].[K+] (KOH). Product: C12(C3C4C5C3C1C5C24)C(=O)O (Cubanecarboxylic acid). Reaction SMILES: C1[O:5][C:4]2([C:9]3(Br)[CH:10]4[CH:13]5[CH:6]2[CH:7]2C(=O)[C:12]5(Br)[CH:11]4[CH:8]23)[O:3]C1>[OH-].[K+]>[C:9]12([C:4]([OH:3])=[O:5])[CH:8]3[CH:7]4[CH:12]5[CH:11]3[CH:10]1[CH:13]5[CH:6]24 |f:1.2|. Reported procedure: Cubanecarboxylic acid (53578-15-7) (33) is obtained from (32) by the method of Eaton and Cole, by refluxing the ketal in 25% aqueous KOH overnight. Extraction with methylene chloride, drying over magnesium sulfate, stripping the solvent, and recrystallization from pentane yields (33), mp 154°-155° C.; λmax (CCl4) 5.91μ; proton NMR (CCl4, ppm τ): -2.2(1H, s) , and 5.6-6.2(7H, m). The reactants are COC(=O)c1ccc(OCCON=C(C)c2ccc(C(C)(C)C)cc2)cc1O, CCO, [Na+], [OH-]. Yields the product CC(=NOCCOc1ccc(C(=O)O)c(O)c1)c1ccc(C(C)(C)C)cc1. RXN SMILES: [CH3:1][O:2][C:3]([c:4]1[c:5]([OH:27])[cH:6][c:7]([O:10][CH2:11][CH2:12][O:13][N:14]=[C:15]([CH3:16])[c:17]2[cH:18][cH:19][c:20]([C:23]([CH3:24])([CH3:25])[CH3:26])[cH:21][cH:22]2)[cH:8][cH:9]1)=[O:28].[CH3:31][CH2:32][OH:33].[Na+:30].[OH-:29]>>[O:2]=[C:3]([c:4]1[c:5]([OH:27])[cH:6][c:7]([O:10][CH2:11][CH2:12][O:13][N:14]=[C:15]([CH3:16])[c:17]2[cH:18][cH:19][c:20]([C:23]([CH3:24])([CH3:25])[CH3:26])[cH:21][cH:22]2)[cH:8][cH:9]1)[OH:28]. Starting materials: CC(C[C@@H](C(=O)O)NC1CCOCC1)C ((S)-4-Methyl-2-(tetrahydro-pyran-4-ylamino)-pentanoic acid), C=O (HCHO), [H][H] (hydrogen), [H][H] (hydrogen). Reagents/catalysts: [Pd] (Pd/C). Run in C(C)O (ethanol). Yields the product CC(C[C@@H](C(=O)O)N(C1CCOCC1)C)C ((S)-4-Methyl-2-[methyl-(tetrahydro-pyran-4-yl)-amino]-pentanoic acid). The yield is 92.1%. As a reaction SMILES: [CH3:1][CH:2]([CH3:15])[CH2:3][C@H:4]([NH:8][CH:9]1[CH2:14][CH2:13][O:12][CH2:11][CH2:10]1)[C:5]([OH:7])=[O:6].[CH2:16]=O.[H][H]>C(O)C.[Pd]>[CH3:1][CH:2]([CH3:15])[CH2:3][C@H:4]([N:8]([CH3:16])[CH:9]1[CH2:14][CH2:13][O:12][CH2:11][CH2:10]1)[C:5]([OH:7])=[O:6]. Procedure details: A mixture of (S)-4-methyl-2-(tetrahydro-pyran-4-ylamino)-pentanoic acid (9.09 g, 42.3 mmol, Example 18, Step A) and aqueous HCHO (10 mL of 37.2%, 3.72 g, 124 mmol) was agitated in an atmosphere of hydrogen (pressure, 47-52 psi) at 50° C. in absolute ethanol (250 mL) in the presence of Pd/C (20%, 1 g) until the absorption of hydrogen almost ceased. The catalyst was removed by filtration. The filtrate was concentrated in vacuo to dryness. Fifty milliliter of water was added and concentrated to dry... Starting materials: C(C)N1C(N(C2=C1C=CC(=C2)C=2C(=NN(C2)CC=O)C=2C=C(C=CC2)C)CC)=O ([4-(1,3-Diethyl-2-oxo-2,3-dihydro-1H-benzoimidazol-5-yl)-3-m-tolyl-pyrazol-1-yl]-acetaldehyde), C(C)NCC (diethylamine), C(C=C)I (allyl iodide), solution. The solvent is O (water). Yields the product C(C)N1C(N(C2=C1C=CC(=C2)C=2C(=NN(C2)CC(CNCC)O)C=2C=C(C=CC2)C)CC)=O (1,3-Diethyl-5-[1-(3-ethylamino-2-hydroxy-propyl)-3-m-tolyl-1H-pyrazol-4-yl]-1,3-dihydro-benzoimidazol-2-one). As a reaction SMILES: [CH2:1]([N:3]1[C:7]2[CH:8]=[CH:9][C:10]([C:12]3[C:13]([C:20]4[CH:21]=[C:22]([CH3:26])[CH:23]=[CH:24][CH:25]=4)=[N:14][N:15]([CH2:17][CH:18]=[O:19])[CH:16]=3)=[CH:11][C:6]=2[N:5]([CH2:27][CH3:28])[C:4]1=[O:29])[CH3:2].C(I)C=C.[CH2:34]([NH:36][CH2:37]C)[CH3:35]>O>[CH2:1]([N:3]1[C:7]2[CH:8]=[CH:9][C:10]([C:12]3[C:13]([C:20]4[CH:21]=[C:22]([CH3:26])[CH:23]=[CH:24][CH:25]=4)=[N:14][N:15]([CH2:17][CH:18]([OH:19])[CH2:37][NH:36][CH2:34][CH3:35])[CH:16]=3)=[CH:11][C:6]=2[N:5]([CH2:27][CH3:28])[C:4]1=[O:29])[CH3:2]. Procedure details: 1,3-Diethyl-5-(1-oxiranylmethyl-3-m-tolyl-1H-pyrazol-4-yl)-1,3-dihydro-benzoimidazol-2-one (obtained using a method similar to that for [4-(1,3-Diethyl-2-oxo-2,3-dihydro-1H-benzoimidazol-5-yl)-3-m-tolyl-pyrazol-1-yl]-acetaldehyde, substituting epibromohydrin for allyl iodide) (0.016 g) was diluted with diethylamine (0.3 mL, as a 70% solution in water) and stirred at 23° C. for 0.5 hours. Azeotropic removal of the water with toluene gave 1,3-Diethyl-5-[1-(3-ethylamino-2-hydroxy-propyl)-3-m-tolyl-...